Dataset: the Open Reaction Database (ORD), a public repository of structured organic reaction records. Task: describe an organic reaction: reactants, conditions, products, and yield Reactants: N1C=NC=C1 (imidazole), BrC(C(=O)OCC)C (ethyl 2-bromopropanoate), C(=O)([O-])[O-].[K+].[K+] (K2CO3). Run in CN(C)C=O (DMF). Product: N1(C=NC=C1)C(C(=O)OCC)C (Ethyl 2-(imidazol-1-yl)propanoate). Yield: 10.9%. RXN SMILES: [NH:1]1[CH:5]=[CH:4][N:3]=[CH:2]1.Br[CH:7]([CH3:13])[C:8]([O:10][CH2:11][CH3:12])=[O:9].C([O-])([O-])=O.[K+].[K+]>CN(C=O)C>[N:1]1([CH:7]([CH3:13])[C:8]([O:10][CH2:11][CH3:12])=[O:9])[CH:5]=[CH:4][N:3]=[CH:2]1 |f:2.3.4|. Procedure: A solution of imidazole (5.0 g, 0.074 mol), ethyl 2-bromopropanoate (7.6 ml, 0.06 mol) and K2CO3 (11.2 g, 0.08 mol) in DMF (120 ml) was heated at 90° C. for 2 h. After this time the solution was cooled to room temperature, filtered and the filtrate diluted with EtOAc (200 ml). The mixture was washed with water (2×20 ml) and the organic phase separated. The combined aqueous layers were washed with EtOAc (200 ml) and the combined organic layers washed with brine (200 ml). The organic layer was sep...